Dataset: the Open Reaction Database (ORD), a public repository of structured organic reaction records. Task: describe an organic reaction: reactants, conditions, products, and yield The reactants are C(C1=CC=CC=C1)OC1=CC=C(C=C1)N1CCC(CC1)N1C=2N(C(=C(C1=O)CC1=CC=C(C=C1)C=1C(=CC=CC1)C#N)CCC)N=CN2 (4′-[(4-{1-[4-(benzyloxy)phenyl]piperidin-4-yl}-5-oxo-7-propyl-4,5-dihydro[1,2,4]triazolo[1,5-a]pyrimidin-6-yl)methyl]biphenyl-2-carbonitrile), O1CCCC1 (tetrahydrofuran). The reagents and catalysts are [C].[Pd] (palladium-carbon). The solvent is CO (methanol). Reaction conditions: time 16 hour. The product is OC1=CC=C(C=C1)N1CCC(CC1)N1C=2N(C(=C(C1=O)CC1=CC=C(C=C1)C=1C(=CC=CC1)C#N)CCC)N=CN2 (4′-({4-[1-(4-hydroxyphenyl)piperidin-4-yl]-5-oxo-7-propyl-4,5-dihydro[1,2,4]triazolo[1,5-a]pyrimidin-6-yl}methyl)biphenyl-2-carbonitrile), compound. The yield is 59.0%. RXN SMILES: C([O:8][C:9]1[CH:14]=[CH:13][C:12]([N:15]2[CH2:20][CH2:19][CH:18]([N:21]3[C:26](=[O:27])[C:25]([CH2:28][C:29]4[CH:34]=[CH:33][C:32]([C:35]5[C:36]([C:41]#[N:42])=[CH:37][CH:38]=[CH:39][CH:40]=5)=[CH:31][CH:30]=4)=[C:24]([CH2:43][CH2:44][CH3:45])[N:23]4[N:46]=[CH:47][N:48]=[C:22]34)[CH2:17][CH2:16]2)=[CH:11][CH:10]=1)C1C=CC=CC=1.O1CCCC1>[C].[Pd].CO>[OH:8][C:9]1[CH:10]=[CH:11][C:12]([N:15]2[CH2:16][CH2:17][CH:18]([N:21]3[C:26](=[O:27])[C:25]([CH2:28][C:29]4[CH:34]=[CH:33][C:32]([C:35]5[C:36]([C:41]#[N:42])=[CH:37][CH:38]=[CH:39][CH:40]=5)=[CH:31][CH:30]=4)=[C:24]([CH2:43][CH2:44][CH3:45])[N:23]4[N:46]=[CH:47][N:48]=[C:22]34)[CH2:19][CH2:20]2)=[CH:13][CH:14]=1 |f:2.3|. Procedure details: A mixture of 4′-[(4-{1-[4-(benzyloxy)phenyl]piperidin-4-yl}-5-oxo-7-propyl-4,5-dihydro[1,2,4]triazolo[1,5-a]pyrimidin-6-yl)methyl]biphenyl-2-carbonitrile (364 mg), 10% palladium-carbon (containing water by 50%, 91 mg), tetrahydrofuran (10 mL) and methanol (10 mL) was stirred at room temperature for 16 hr under a hydrogen atmosphere. The reaction mixture was filtered, and the solvent was evaporated. The residue was purified by preparative HPLC [eluent: 0.1% trifluoroacetic acid-containing acetoni... Reactants: IC1=CC(=C(C#N)C=C1)F (4-iodo-2-fluorobenzonitrile), C(C)(C)[Mg]Cl (isopropylmagnesium chloride), [Li+].[Cl-] (LiCl). Solvent: C1CCOC1 (THF), C1CCOC1 (THF). Run at time 5 minute. The product is C(#N)C1=C(C=C(C=C1)[Mg]Cl)F ((4-Cyano-3-fluorophenyl)magnesium chloride). As a reaction SMILES: I[C:2]1[CH:9]=[CH:8][C:5]([C:6]#[N:7])=[C:4]([F:10])[CH:3]=1.C([Mg:14][Cl:15])(C)C.[Li+].[Cl-]>C1COCC1>[C:6]([C:5]1[CH:8]=[CH:9][C:2]([Mg:14][Cl:15])=[CH:3][C:4]=1[F:10])#[N:7] |f:2.3|. Procedure: To a stirred solution of 4-iodo-2-fluorobenzonitrile (2.5 g, 10.12 mmol) in 10.12 ml THF under argon, a solution of isopropylmagnesium chloride. LiCl in THF (10.12 ml, 13.16 mmol) was added at 0° C. The reaction mixture was stirred at this temperature for 5 min to afford the title compound, which was used immediately in the next step as a stock solution (˜0.5M in THF). The reactants are ClC1=C(C(=O)NC=2C=CC=C3C=C(C=NC23)CO)C(=CC=C1)Cl (8-(2,6-dichlorobenzoylamino)-3-hydroxymethylquinoline), C(Br)(Br)(Br)Br (carbon tetrabromide), C1(=CC=CC=C1)P(C1=CC=CC=C1)C1=CC=CC=C1 (triphenylphosphine). Run in O1CCCC1 (tetrahydrofuran). Reaction conditions: time 30 minute. Product: BrCC=1C=NC2=C(C=CC=C2C1)NC(C1=C(C=CC=C1Cl)Cl)=O (3-bromomethyl-8-(2,6-dichlorobenzoylamino)quinoline). Isolated yield 71.5%. RXN SMILES: [Cl:1][C:2]1[CH:22]=[CH:21][CH:20]=[C:19]([Cl:23])[C:3]=1[C:4]([NH:6][C:7]1[CH:8]=[CH:9][CH:10]=[C:11]2[C:16]=1[N:15]=[CH:14][C:13]([CH2:17]O)=[CH:12]2)=[O:5].C(Br)(Br)(Br)[Br:25].C1(P(C2C=CC=CC=2)C2C=CC=CC=2)C=CC=CC=1>O1CCCC1>[Br:25][CH2:17][C:13]1[CH:14]=[N:15][C:16]2[C:11]([CH:12]=1)=[CH:10][CH:9]=[CH:8][C:7]=2[NH:6][C:4](=[O:5])[C:3]1[C:2]([Cl:1])=[CH:22][CH:21]=[CH:20][C:19]=1[Cl:23]. Procedure details: To a solution of 8-(2,6-dichlorobenzoylamino)-3-hydroxymethylquinoline (300 mg) in tetrahydrofuran were added carbon tetrabromide (573 mg) and triphenylphosphine (453 mg), and the mixture was stirred for 30 minutes at ambient temperature. Insoluble material was filtered off, and the filtrate was evaporated in vacuo. The residue was purified by column chromatography on silica gel (dichloromethane) to give 3-bromomethyl-8-(2,6-dichlorobenzoylamino)quinoline (253.4 mg). Reactants: BrCc1ccccc1, O=C1CCC(=O)N1Br, Cc1ccc(-n2cccc2C#N)cc1, ClC(c1ccccc1)(c1ccccc1)c1ccccc1, c1cc[nH]c1. Product: Cc1ccc(-n2cc(Br)cc2C#N)cc1. Reaction SMILES: [Br:21][CH2:22][c:23]1[cH:24][cH:25][cH:26][cH:27][cH:28]1.[Br:29][N:30]1[C:31](=[O:32])[CH2:33][CH2:34][C:35]1=[O:36].[CH3:42][c:43]1[cH:44][cH:45][c:46](-[n:49]2[c:50]([C:54]#[N:55])[cH:51][cH:52][cH:53]2)[cH:47][cH:48]1.[c:1]1([C:2]([Cl:3])([c:4]2[cH:5][cH:6][cH:7][cH:8][cH:9]2)[c:10]2[cH:11][cH:12][cH:13][cH:14][cH:15]2)[cH:16][cH:17][cH:18][cH:19][cH:20]1.[nH:37]1[cH:38][cH:39][cH:40][cH:41]1>>[Br:21][c:52]1[cH:51][c:50]([C:54]#[N:55])[n:49](-[c:46]2[cH:45][cH:44][c:43]([CH3:42])[cH:48][cH:47]2)[cH:53]1. The reactants are S(O)(O)(=O)=O (sulfuric acid), C(F)(F)(C(F)(F)C(F)(F)C(F)(F)C(F)(F)C(F)(F)F)CC(F)(F)CCI (C6F13CH2CF2CH2CH2I). Run at temperature 60 celsius, time 1.5 hour. Yields the product C(F)(F)(C(F)(F)C(F)(F)C(F)(F)C(F)(F)C(F)(F)F)CC(F)(F)CCO (C6F13CH2CF2CH2CH2OH). RXN SMILES: S(=O)(=O)(O)[OH:2].[C:6]([CH2:25][C:26]([CH2:29][CH2:30]I)([F:28])[F:27])([C:9]([C:12]([C:15]([C:18]([C:21]([F:24])([F:23])[F:22])([F:20])[F:19])([F:17])[F:16])([F:14])[F:13])([F:11])[F:10])([F:8])[F:7]>>[C:6]([CH2:25][C:26]([CH2:29][CH2:30][OH:2])([F:28])[F:27])([C:9]([C:12]([C:15]([C:18]([C:21]([F:24])([F:23])[F:22])([F:20])[F:19])([F:17])[F:16])([F:14])[F:13])([F:11])[F:10])([F:8])[F:7]. Procedure: Ethylene (15 g) was introduced to an autoclave charged with C6F13CH2CF2I (170 g) and d-(+)-limonene (1 g), and then the reactor was heated at 240° C. for 12 h. Product was isolated by vacuum distillation to provide C6F13CH2CF2CH2CH2I. Fuming sulfuric acid (129 mL) was added slowly to C6F13CH2CF2CH2CH2I (112 g). The mixture was stirred at 60° C. for 1.5 h. Then the reaction was quenched with ice-cold 1.5 wt % aqueous Na2SO3 and heated at 95° C. for 0.5 h. The bottom layer was separated and washed...